This data is from the Open Reaction Database (ORD), a public repository of structured organic reaction records. The task is: describe an organic reaction: reactants, conditions, products, and yield Reactants: C1(=CC=CC=C1)S(=O)(=O)Cl (benzene sulfonylchloride), N1=CC(=CC=C1)C=1C=CC=2N(C1)C(=CN2)C=O (6-(pyridin-3-yl)imidazo[1,2-a]pyridine-3-carbaldehyde), N1=CC(=CC=C1)C=1C=CC=2N(C1)C(=CN2)C=O (6-(pyridin-3-yl)imidazo[1,2-a]pyridine-3-carbaldehyde), CNN (methyl hydrazine). Solvent: C(C)O (ethanol). Reaction conditions: temperature 85 celsius, time 8 hour. Product: CN(N=CC1=CN=C2N1C=C(C=C2)C=2C=NC=CC2)S(=O)(=O)C2=CC=CC=C2 (N-methyl-N′-((6-(pyridin-3-yl)imidazo[1,2-a]pyridin-3-yl)methylene)benzenesulfonohydrazide). The yield is 68.0%. As a reaction SMILES: [N:1]1[CH:6]=[CH:5][CH:4]=[C:3]([C:7]2[CH:8]=[CH:9][C:10]3[N:11]([C:13]([CH:16]=O)=[CH:14][N:15]=3)[CH:12]=2)[CH:2]=1.[CH3:18][NH:19][NH2:20].[C:21]1([S:27](Cl)(=[O:29])=[O:28])[CH:26]=[CH:25][CH:24]=[CH:23][CH:22]=1>C(O)C>[CH3:18][N:19]([S:27]([C:21]1[CH:26]=[CH:25][CH:24]=[CH:23][CH:22]=1)(=[O:29])=[O:28])[N:20]=[CH:16][C:13]1[N:11]2[CH:12]=[C:7]([C:3]3[CH:2]=[N:1][CH:6]=[CH:5][CH:4]=3)[CH:8]=[CH:9][C:10]2=[N:15][CH:14]=1. Reported procedure: To a solution of 6-(pyridin-3-yl)imidazo[1,2-a]pyridine-3-carbaldehyde (Intermediate 1, 70 mg, 0.31 mmol) in ethanol (3 mL) was added methyl hydrazine (17 mg, 0.47 mmol) at RT. The reaction was heated at 85° C. for 3 h. Ethanol was evaporated. Pyridine (2 mL) was added to this residue, followed by addition of benzene sulfonylchloride (83 mg, 0.47 mmol). The reaction mixture was stirred at RT overnight. Pyridine was evaporated. Water was added to this residue and extracted with dichloromethane. O... Reactants: O (water), [OH-].[K+] (potassium hydroxide), COCCOC (1,2-dimethoxy ethane), O (water), ClC1=C(C=O)C=CC=C1 ((2-chloro)benzaldehyde), BrC(Br)Br (tribromomethane), COCCOC (1,2-dimethoxy ethane). Conditions: time 3 hour. Product: BrC(C(=O)O)C1=C(C=CC=C1)Cl (α-bromo(2-chloro)phenylacetic acid). As a reaction SMILES: [Cl:1][C:2]1[CH:9]=[CH:8][CH:7]=[CH:6][C:3]=1C=O.Br[CH:11]([Br:13])Br.[OH2:14].[OH-].[K+].COCC[O:21][CH3:22]>>[Br:13][CH:11]([C:9]1[CH:8]=[CH:7][CH:6]=[CH:3][C:2]=1[Cl:1])[C:22]([OH:21])=[O:14] |f:3.4|. Procedure details: A solution of 70.3 g of (2-chloro)benzaldehyde and 139 g of tribromomethane diluted in 50 ml of 1,2-dimethoxy ethane are added to a vigorously stirred mixture of 131 ml of water, 114 g of potassium hydroxide (titer 86%) and 50 ml of 1,2-dimethoxy ethane at a temperature of about -5° C. After 3 hours at about -5° C., 500 ml of water are added to the reaction mixture at a temperature lower than or equal to 0° C. then the temperature is allowed to rise to 10° C. and maintained there for 10 hours. The reactants are 11b, C(C)(C)(C)SC(C(C(C)=O)CC1=CC=C(C=C1)C(C(C)(C)C)=O)=O (2-[4-(2,2-dimethylpropionyl)benzyl]-3-oxothiobutyric acid S-tert-butyl ester), NC=1C=C(C=CC1F)O (3-amino-4-fluorophenol). The product is CC(C(=O)C1=CC=C(CC(C(=O)NC2=C(C=CC(=C2)O)F)C(C)=O)C=C1)(C)C (2-[4-(2,2-dimethylpropionyl)benzyl]-N-(2-fluoro-5-hydroxyphenyl)-3-oxobutyramide). Reaction SMILES: C(S[C:6](=[O:24])[CH:7]([CH2:11][C:12]1[CH:17]=[CH:16][C:15]([C:18](=[O:23])[C:19]([CH3:22])([CH3:21])[CH3:20])=[CH:14][CH:13]=1)[C:8](=[O:10])[CH3:9])(C)(C)C.[NH2:25][C:26]1[CH:27]=[C:28]([OH:33])[CH:29]=[CH:30][C:31]=1[F:32]>>[CH3:22][C:19]([CH3:20])([CH3:21])[C:18]([C:15]1[CH:14]=[CH:13][C:12]([CH2:11][CH:7]([C:8](=[O:10])[CH3:9])[C:6]([NH:25][C:26]2[CH:27]=[C:28]([OH:33])[CH:29]=[CH:30][C:31]=2[F:32])=[O:24])=[CH:17][CH:16]=1)=[O:23]. Procedure details: The title compound was prepared by the method of Preparation 11b using 2-[4-(2,2-dimethylpropionyl)benzyl]-3-oxothiobutyric acid S-tert-butyl ester and 3-amino-4-fluorophenol. The reactants are ClC1=C(C=C(C=C1)OC1=CC=C(C=C1)CSC=1NC=C(C(N1)=O)CC=1C=NC(=NC1)OC)C(F)(F)F (2-{[(4-{[4-chloro-3-(trifluoromethyl)phenyl]oxy}phenyl)methyl]thio}-5-{[2-(methyloxy)-5-pyrimidinyl]methyl}-4(1H)-pyrimidinone), CCN(C(C)C)C(C)C (DIPEA), CI (MeI). Run in C(Cl)Cl (DCM). Reaction conditions: time 8 hour. Product: ClC1=C(C=C(C=C1)OC1=CC=C(C=C1)CSC=1N(C=C(C(N1)=O)CC=1C=NC(=NC1)OC)C)C(F)(F)F (2-{[(4-{[4-chloro-3-(trifluoromethyl)phenyl]oxy}phenyl)methyl]thio}-1-methyl-5-{[2-(methyloxy)-5-pyrimidinyl]methyl}-4(1H)-pyrimidinone). Isolated yield 32.5%. As a reaction SMILES: [Cl:1][C:2]1[CH:7]=[CH:6][C:5]([O:8][C:9]2[CH:14]=[CH:13][C:12]([CH2:15][S:16][C:17]3[NH:18][CH:19]=[C:20]([CH2:24][C:25]4[CH:26]=[N:27][C:28]([O:31][CH3:32])=[N:29][CH:30]=4)[C:21](=[O:23])[N:22]=3)=[CH:11][CH:10]=2)=[CH:4][C:3]=1[C:33]([F:36])([F:35])[F:34].[CH3:37]CN(C(C)C)C(C)C.CI>C(Cl)Cl>[Cl:1][C:2]1[CH:7]=[CH:6][C:5]([O:8][C:9]2[CH:10]=[CH:11][C:12]([CH2:15][S:16][C:17]3[N:18]([CH3:37])[CH:19]=[C:20]([CH2:24][C:25]4[CH:30]=[N:29][C:28]([O:31][CH3:32])=[N:27][CH:26]=4)[C:21](=[O:23])[N:22]=3)=[CH:13][CH:14]=2)=[CH:4][C:3]=1[C:33]([F:35])([F:36])[F:34]. Procedure: To a solution of 2-{[(4-{[4-chloro-3-(trifluoromethyl)phenyl]oxy}phenyl)methyl]thio}-5-{[2-(methyloxy)-5-pyrimidinyl]methyl}-4(1H)-pyrimidinone (300 mg, 0.561 mmol) and DIPEA (0.294 mL, 1.682 mmol) in DCM (15 mL) was added MeI (0.053 ml, 0.841 mmol). The mixture was stirred at room temperature overnight. Purification via reverse phase flash chromatography then afforded the title compound (100 mg, 32.5% yield). LCMS: rt=3.49 min, [M+H+]=549 Reactants: NC1=CC=CC2=C1OCC(N2)=O (8-amino-2H-benzo[b][1,4]oxazin-3(4H)-one), Cl.ClCCNCCCl (bis(2-chloroethyl)amine hydrochloric acid). The solvent is ClC1=CC=CC=C1 (chlorobenzene). Conditions: time 2 hour. Product: N1(CCNCC1)C1=CC=CC2=C1OCC(N2)=O (8-(piperazin-1-yl)-2H-benzo[b][1,4]oxazin-3(4H)-one). Isolated yield 64.3%. Reaction SMILES: [NH2:1][C:2]1[C:7]2[O:8][CH2:9][C:10](=[O:12])[NH:11][C:6]=2[CH:5]=[CH:4][CH:3]=1.Cl.Cl[CH2:15][CH2:16][NH:17][CH2:18][CH2:19]Cl>ClC1C=CC=CC=1>[N:1]1([C:2]2[C:7]3[O:8][CH2:9][C:10](=[O:12])[NH:11][C:6]=3[CH:5]=[CH:4][CH:3]=2)[CH2:19][CH2:18][NH:17][CH2:16][CH2:15]1 |f:1.2|. Procedure details: To a solution of intermediate 58 (164 mg, 1.0 mmol) in chlorobenzene (5 mL) was added bis(2-chloroethyl)amine hydrochloric acid (285 mg, 1.6 mmol) and the mixture was heated to reflux for 100 h. The reaction mixture was concentrated in vacuo and the residue was stirred in EtOAc for 2 h. The resulting brown solid was filtered and purified by silica gel chromatography to give 8-(piperazin-1-yl)-2H-benzo[b][1,4]oxazin-3(4H)-one (intermediate 59) (150 mg, 64%). HPLC: 99%, RT 1.344 min. MS (ESI) m/z ... Reported procedure: To a mixture of 8-(3,4-dichlorophenyl)-3-[3-methoxy-4-(2-methyl-1,3-oxazol-5-yl)phenyl]-5,6,7,8-tetrahydro[1,2,4]triazolo[4,3-a]pyridine (100 mg) in DMF (2 mL) was added sodium hydride (60%, 9.4 mg) at room temperature, and the mixture was stirred for 30 min in the air. The reaction mixture was diluted with water, and the mixture was extracted with ethyl acetate. The extract was washed with saturated brine, and dried over anhydrous magnesium sulfate, and the solvent was evaporated under reduced ... Product: ClC=1C=C(C=CC1Cl)C1(C=2N(CCC1)C(=NN2)C2=CC(=C(C=C2)C2=CN=C(O2)C)OC)O (8-(3,4-dichlorophenyl)-3-[3-methoxy-4-(2-methyl-1,3-oxazol-5-yl)phenyl]-5,6,7,8-tetrahydro[1,2,4]triazolo[4,3-a]pyridin-8-ol). The solvent is O (water). Conditions: time 30 minute. Reactants: ClC=1C=C(C=CC1Cl)C1C=2N(CCC1)C(=NN2)C2=CC(=C(C=C2)C2=CN=C(O2)C)OC (8-(3,4-dichlorophenyl)-3-[3-methoxy-4-(2-methyl-1,3-oxazol-5-yl)phenyl]-5,6,7,8-tetrahydro[1,2,4]triazolo[4,3-a]pyridine), CN(C)C=O (DMF), [H-].[Na+] (sodium hydride). As a reaction SMILES: [Cl:1][C:2]1[CH:3]=[C:4]([CH:9]2[CH2:14][CH2:13][CH2:12][N:11]3[C:15]([C:18]4[CH:23]=[CH:22][C:21]([C:24]5[O:28][C:27]([CH3:29])=[N:26][CH:25]=5)=[C:20]([O:30][CH3:31])[CH:19]=4)=[N:16][N:17]=[C:10]23)[CH:5]=[CH:6][C:7]=1[Cl:8].[H-].[Na+].CN(C=[O:38])C>O>[Cl:1][C:2]1[CH:3]=[C:4]([C:9]2([OH:38])[CH2:14][CH2:13][CH2:12][N:11]3[C:15]([C:18]4[CH:23]=[CH:22][C:21]([C:24]5[O:28][C:27]([CH3:29])=[N:26][CH:25]=5)=[C:20]([O:30][CH3:31])[CH:19]=4)=[N:16][N:17]=[C:10]23)[CH:5]=[CH:6][C:7]=1[Cl:8] |f:1.2|. The reactants are Cl.ClC1=CC=C(C=C1)C1(CCNCC1)C(=O)O (4-(4-chloro-phenyl)-piperidine-4-carboxylic acid hydrochloride), [H-].[H-].[H-].[H-].[Li+].[Al+3] (LiAlH4). Solvent: C1CCOC1 (THF). Run at time 8 hour. Yields the product ClC1=CC=C(C=C1)C1(CCNCC1)CO ([4-(4-chloro-phenyl)-piperidin-4-yl]-methanol). RXN SMILES: Cl.[Cl:2][C:3]1[CH:8]=[CH:7][C:6]([C:9]2([C:15](O)=[O:16])[CH2:14][CH2:13][NH:12][CH2:11][CH2:10]2)=[CH:5][CH:4]=1.[H-].[H-].[H-].[H-].[Li+].[Al+3]>C1COCC1>[Cl:2][C:3]1[CH:8]=[CH:7][C:6]([C:9]2([CH2:15][OH:16])[CH2:14][CH2:13][NH:12][CH2:11][CH2:10]2)=[CH:5][CH:4]=1 |f:0.1,2.3.4.5.6.7|. Procedure: Took 3.0 g of 4-(4-chloro-phenyl)-piperidine-4-carboxylic acid hydrochloride (10.9 mmol, 1.00 equiv.) and 20 mL dry THF in a 250 mL round bottom flask fitted with a stir bar, reflux condenser, and N2 inlet. The resulting slurry was cooled in an ice water bath, followed by the addition of 825 mg LiAlH4 in several small portions. The ice bath was removed and the mixture allowed to stir overnight at room temperature under N2. The reaction was carefully quenched with a small amount of aqueous NaOH a...